This data is from the Open Reaction Database (ORD), a public repository of structured organic reaction records. The task is: describe an organic reaction: reactants, conditions, products, and yield As a reaction SMILES: [CH3:1][O:2][CH2:3][C:4](=[O:10])[CH2:5][C:6]([O:8][CH3:9])=[O:7].[H-].[Na+].Br[CH2:14][C:15]1[CH:20]=[CH:19][C:18]([C:21]2[C:22]([C:27]#[N:28])=[CH:23][CH:24]=[CH:25][CH:26]=2)=[CH:17][CH:16]=1>O1CCCC1>[C:27]([C:22]1[CH:23]=[CH:24][CH:25]=[CH:26][C:21]=1[C:18]1[CH:17]=[CH:16][C:15]([CH2:14][CH:5]([C:4](=[O:10])[CH2:3][O:2][CH3:1])[C:6]([O:8][CH3:9])=[O:7])=[CH:20][CH:19]=1)#[N:28] |f:1.2|. The product is C(#N)C1=C(C=CC=C1)C1=CC=C(C=C1)CC(C(=O)OC)C(COC)=O (methyl 2-[(2′-cyanobiphenyl-4-yl)methyl]-4-methoxy-3-oxobutanoate). Yield: 97.6%. Reported procedure: A solution of methyl 4-methoxy-3-oxobutyrate (10.7 g) in tetrahydrofuran (150 mL) was added to a mixture of sodium hydride (1.91 g) and tetrahydrofuran (150 mL) at room temperature, and the mixture was stirred at room temperature for 30 min. 4′-(Bromomethyl)biphenyl-2-carbonitrile (10 g) was added to the reaction mixture, and the reaction mixture was stirred at room temperature for 3 days. The reaction mixture was concentrated. To the residue were added 5% aqueous potassium hydrogen sulfate solu... Run at time 30 minute. Run in O1CCCC1 (tetrahydrofuran), O1CCCC1 (tetrahydrofuran). The reactants are BrCC1=CC=C(C=C1)C=1C(=CC=CC1)C#N (4′-(Bromomethyl)biphenyl-2-carbonitrile), COCC(CC(=O)OC)=O (methyl 4-methoxy-3-oxobutyrate), [H-].[Na+] (sodium hydride). Product: C1(=CC=CC=C1)COC1=CC(=NC=C1OCC1=CC=CC=C1)C(=O)O (4,5-Bis(phenylmethoxy)-2-pyridinecarboxylic acid). The reactants are C1(=CC=CC=C1)COC1=CC(=NC=C1OCC1=CC=CC=C1)C(=O)OCC1=CC=CC=C1 (4,5-bis(phenylmethoxy)-2-pyridinecarboxylic acid, phenylmethyl ester), O (water), [OH-].[K+] (potassium hydroxide), O (water), Cl (hydrochloric acid). Reaction conditions: time 8 hour. Yield: 91.6%. Procedure: To a solution of 11.8 g (28 mmol) of 4,5-bis(phenylmethoxy)-2-pyridinecarboxylic acid, phenylmethyl ester in 115 ml of tetrahydrofuran was added 16 ml of water and 35 ml of 1N potassium hydroxide. After stirring overnight at room temperature, 115 ml of water was added and the pH was adjusted to 2.5 with 1N hydrochloric acid. The acid was filtered off, washed with water and dried in vacuo, yielding 8.6 g of the title compound, melting point 203.6° C. As a reaction SMILES: [C:1]1([CH2:7][O:8][C:9]2[C:14]([O:15][CH2:16][C:17]3[CH:22]=[CH:21][CH:20]=[CH:19][CH:18]=3)=[CH:13][N:12]=[C:11]([C:23]([O:25]CC3C=CC=CC=3)=[O:24])[CH:10]=2)[CH:6]=[CH:5][CH:4]=[CH:3][CH:2]=1.O.[OH-].[K+].Cl>O1CCCC1>[C:1]1([CH2:7][O:8][C:9]2[C:14]([O:15][CH2:16][C:17]3[CH:18]=[CH:19][CH:20]=[CH:21][CH:22]=3)=[CH:13][N:12]=[C:11]([C:23]([OH:25])=[O:24])[CH:10]=2)[CH:2]=[CH:3][CH:4]=[CH:5][CH:6]=1 |f:2.3|. Solvent: O1CCCC1 (tetrahydrofuran). The reactants are O=Cc1ccc(Br)cc1OC(F)(F)F, CC(=O)O, ClCCl, CN(C)c1nc(NCC2CCC(CN)CC2)nc2ccccc12. Product: CN(C)c1nc(NCC2CCC(CNCc3ccc(Br)cc3OC(F)(F)F)CC2)nc2ccccc12. As a reaction SMILES: [Br:24][c:25]1[cH:26][c:27]([O:33][C:34]([F:35])([F:36])[F:37])[c:28]([CH:29]=[O:30])[cH:31][cH:32]1.[CH3:38][C:39](=[O:40])[OH:41].[Cl:42][CH2:43][Cl:44].[NH2:1][CH2:2][CH:3]1[CH2:4][CH2:5][CH:6]([CH2:9][NH:10][c:11]2[n:12][c:13]3[cH:14][cH:15][cH:16][cH:17][c:18]3[c:19]([N:21]([CH3:22])[CH3:23])[n:20]2)[CH2:7][CH2:8]1>>[NH:1]([CH2:2][CH:3]1[CH2:4][CH2:5][CH:6]([CH2:9][NH:10][c:11]2[n:12][c:13]3[cH:14][cH:15][cH:16][cH:17][c:18]3[c:19]([N:21]([CH3:22])[CH3:23])[n:20]2)[CH2:7][CH2:8]1)[CH2:29][c:28]1[c:27]([O:33][C:34]([F:35])([F:36])[F:37])[cH:26][c:25]([Br:24])[cH:32][cH:31]1. The reactants are O1C=CC2=C1CCCC2N (4,5,6,7-tetrahydro-1-benzofuran-4-amine), COC=1C=CC=C2CCCC(C12)=O (8-methoxy-3,4-dihydronaphthalen-1(2H)-one). Yields the product COC1=CC=C2CCC(C2=C1)N (6-methoxyindan-1-amine). RXN SMILES: O1C2CCCC([NH2:10])C=2C=C1.[CH3:11][O:12][C:13]1[CH:14]=[CH:15][CH:16]=[C:17]2[C:22]=1C(=O)[CH2:20][CH2:19][CH2:18]2>>[CH3:11][O:12][C:13]1[CH:22]=[C:17]2[C:16]([CH2:20][CH2:19][CH:18]2[NH2:10])=[CH:15][CH:14]=1. Reported procedure: Following the procedure for the preparation of 4,5,6,7-tetrahydro-1-benzofuran-4-amine but substituting 8-methoxy-3,4-dihydronaphthalen-1(2H)-one and making non-critical variations provided the title compound as a oil: 1H NMR (CDCl3) δ 1.72, 2.54, 2.74, 2.90, 3.83, 4.34, 6.78, 6.91, 7.13; MS (FAB) m/z (rel. intensity) 164 (MH+, 17), 308 (8), 164 (17), 163 (7), 162 (19), 148 (18), 147 (99), 146 (18), 145 (9), 121 (11), 115 (8). HRMS (FAB) calcd for C10H13NO+H 164.1075, found 164.1071. Reactants: N1CC(C1)OC1=CC=C(CN2CCC2)C=C1 (1-(4-(Azetidin-3-yloxy)benzyl)azetidine), COC1=CC=C(C=C1)C1=NN=C(O1)C(=O)OCC (ethyl 5-(4-methoxyphenyl)-1,3,4-oxadiazole-2-carboxylate). The product is N1(CCC1)CC1=CC=C(OC2CN(C2)C(=O)C=2OC(=NN2)C2=CC=C(C=C2)OC)C=C1 ((3-(4-(Azetidin-1-ylmethyl)phenoxy)azetidin-1-yl)(5-(4-methoxyphenyl)-1,3,4-oxadiazol-2-yl)methanone). The yield is 67.2%. Reaction SMILES: [NH:1]1[CH2:4][CH:3]([O:5][C:6]2[CH:16]=[CH:15][C:9]([CH2:10][N:11]3[CH2:14][CH2:13][CH2:12]3)=[CH:8][CH:7]=2)[CH2:2]1.[CH3:17][O:18][C:19]1[CH:24]=[CH:23][C:22]([C:25]2[O:29][C:28]([C:30](OCC)=[O:31])=[N:27][N:26]=2)=[CH:21][CH:20]=1>>[N:11]1([CH2:10][C:9]2[CH:15]=[CH:16][C:6]([O:5][CH:3]3[CH2:2][N:1]([C:30]([C:28]4[O:29][C:25]([C:22]5[CH:23]=[CH:24][C:19]([O:18][CH3:17])=[CH:20][CH:21]=5)=[N:26][N:27]=4)=[O:31])[CH2:4]3)=[CH:7][CH:8]=2)[CH2:12][CH2:13][CH2:14]1. Procedure: Using a similar protocol as described in Example 36 employing 41A (0.10 g, 0.46 mmol) and ethyl 5-(4-methoxyphenyl)-1,3,4-oxadiazole-2-carboxylate (0.13 g, 0.52 mmol) as starting materials afforded 130 mg (68%) of 41 as a solid. 1H NMR (500 MHz, CDCl3): δ 2.08 (m, 2H), 3.19 (t, 4H), 3.51 (s, 2H), 3.89 (s, 3H), 4.32 (d, 1H), 4.64 (dd, 1H), 4.74 (d, 1H), 5.06 (m, 1H), 5.11 (m, 1H), 6.72 (d, 2H), 7.02 (d, 2H), 7.21 (d, 2H), 8.10 (d, 2H), MS (APCI+) m/z 421 [M+H]+, LC purity: 95%.